Dataset: the Open Reaction Database (ORD), a public repository of structured organic reaction records. Task: describe an organic reaction: reactants, conditions, products, and yield Starting materials: CC(C)(C)OC(=O)NC1CN(Cc2ccccc2)CCC1C1CC1, CO, [H][H]. Product: CC(C)(C)OC(=O)NC1CNCCC1C1CC1. Reaction SMILES: [CH2:1]([c:2]1[cH:3][cH:4][cH:5][cH:6][cH:7]1)[N:8]1[CH2:9][CH:10]([NH:17][C:18]([O:19][C:20]([CH3:21])([CH3:22])[CH3:23])=[O:24])[CH:11]([CH:14]2[CH2:15][CH2:16]2)[CH2:12][CH2:13]1.[CH3:27][OH:28].[H:25][H:26]>>[NH:8]1[CH2:9][CH:10]([NH:17][C:18]([O:19][C:20]([CH3:21])([CH3:22])[CH3:23])=[O:24])[CH:11]([CH:14]2[CH2:15][CH2:16]2)[CH2:12][CH2:13]1.